This data is from the Open Reaction Database (ORD), a public repository of structured organic reaction records. The task is: describe an organic reaction: reactants, conditions, products, and yield Starting materials: solution, CCCC[N+](CCCC)(CCCC)CCCC.[F-] (TBAF), C(C)(C)(C)[Si](OC1=CC=C(OCC2=NN3C(C(N(CC3)C3=NC=C(C=C3)F)=O)=C2)C=C1)(C)C (2-[4-(tert-butyl-dimethyl-silanyloxy)-phenoxymethyl]-5-(5-fluoro-pyridin-2-yl)-6,7-dihydro-5H-pyrazolo[1,5-a]pyrazin-4-one), O (water). Run in C1CCOC1 (THF), C1CCOC1 (THF). Conditions: time 16 hour. Yields the product FC=1C=CC(=NC1)N1C(C=2N(CC1)N=C(C2)COC2=CC=C(C=C2)O)=O (5-(5-fluoro-pyridin-2-yl)-2-(4-hydroxy-phenoxymethyl)-6,7-dihydro-5H-pyrazolo[1,5-a]pyrazin-4-one). As a reaction SMILES: CCCC[N+](CCCC)(CCCC)CCCC.[F-].C([Si](C)(C)[O:24][C:25]1[CH:49]=[CH:48][C:28]([O:29][CH2:30][C:31]2[CH:47]=[C:34]3[C:35](=[O:46])[N:36]([C:39]4[CH:44]=[CH:43][C:42]([F:45])=[CH:41][N:40]=4)[CH2:37][CH2:38][N:33]3[N:32]=2)=[CH:27][CH:26]=1)(C)(C)C.O>C1COCC1>[F:45][C:42]1[CH:43]=[CH:44][C:39]([N:36]2[CH2:37][CH2:38][N:33]3[N:32]=[C:31]([CH2:30][O:29][C:28]4[CH:48]=[CH:49][C:25]([OH:24])=[CH:26][CH:27]=4)[CH:47]=[C:34]3[C:35]2=[O:46])=[N:40][CH:41]=1 |f:0.1|. Procedure: A 1M solution of TBAF in THF (0.14 mL, 0.144 mmol) was added to a stirred solution of 2-[4-(tert-butyl-dimethyl-silanyloxy)-phenoxymethyl]-5-(5-fluoro-pyridin-2-yl)-6,7-dihydro-5H-pyrazolo[1,5-a]pyrazin-4-one (45 mg, 0.096 mmol) in THF (0.5 mL). The mixture was stirred at room temperature for 16 hours. The mixture was treated with water and extracted with AcOEt. The organic layer was separated, dried (MgSO4), filtered and the solvents evaporated in vacuo. The crude product was purified by flash ... Starting materials: COC(=O)Cn1ccc2cc(SC(=O)N(C)C)ccc21, CO. The product is COC(=O)Cn1ccc2cc(S)ccc21. As a reaction SMILES: [CH3:1][O:2][C:3]([CH2:4][n:5]1[cH:6][cH:7][c:8]2[cH:9][c:10]([S:14][C:15](=[O:16])[N:17]([CH3:18])[CH3:19])[cH:11][cH:12][c:13]12)=[O:20].[CH3:21][OH:22]>>[CH3:1][O:2][C:3]([CH2:4][n:5]1[cH:6][cH:7][c:8]2[cH:9][c:10]([SH:14])[cH:11][cH:12][c:13]12)=[O:20]. Reactants: CI, CN(C)c1cccc(Oc2ncc(Cl)cn2)c1. Yields the product C[N+](C)(C)c1cccc(Oc2ncc(Cl)cn2)c1, [I-]. Reaction SMILES: [CH3:18][I:19].[Cl:1][c:2]1[cH:3][n:4][c:5]([O:8][c:9]2[cH:10][c:11]([N:15]([CH3:16])[CH3:17])[cH:12][cH:13][cH:14]2)[n:6][cH:7]1>>[Cl:1][c:2]1[cH:3][n:4][c:5]([O:8][c:9]2[cH:10][c:11]([N+:15]([CH3:16])([CH3:17])[CH3:18])[cH:12][cH:13][cH:14]2)[n:6][cH:7]1.[I-:19]. Conditions: temperature 80 celsius. The product is [N+](=O)([O-])C=1C=CC(=NC1)N1CCC(CC1)C1=CC(=CC=C1)C(F)(F)F (5′-nitro-4-(3-triflouromethyl-phenyl)-3,4,5,6-tetrahydro-2H-[1,2′]bipyridinyl). Reaction SMILES: Cl[C:2]1[CH:7]=[CH:6][C:5]([N+:8]([O-:10])=[O:9])=[CH:4][N:3]=1.Cl.[F:12][C:13]([F:27])([F:26])[C:14]1[CH:15]=[C:16]([CH:20]2[CH2:25][CH2:24][NH:23][CH2:22][CH2:21]2)[CH:17]=[CH:18][CH:19]=1.C(N(C(C)C)CC)(C)C>CN(C=O)C>[N+:8]([C:5]1[CH:6]=[CH:7][C:2]([N:23]2[CH2:24][CH2:25][CH:20]([C:16]3[CH:17]=[CH:18][CH:19]=[C:14]([C:13]([F:12])([F:26])[F:27])[CH:15]=3)[CH2:21][CH2:22]2)=[N:3][CH:4]=1)([O-:10])=[O:9] |f:1.2|. Starting materials: ClC1=NC=C(C=C1)[N+](=O)[O-] (2-chloro-5-nitropyridine), Cl.FC(C=1C=C(C=CC1)C1CCNCC1)(F)F (4-(3-trifluoromethyl-phenyl)-piperidine hydrochloride), C(C)(C)N(CC)C(C)C (diisopropylethylamine). The solvent is CN(C)C=O (DMF). Reported procedure: To a mixture of 2-chloro-5-nitropyridine (500 mg, 3.2 mmol) and 4-(3-trifluoromethyl-phenyl)-piperidine hydrochloride in DMF (15 mL) was added diisopropylethylamine (1.70 mL, 9.60 mmol). The mixture was heated in a sealed tube at 80° C. for 24 hours. The mixture was concentrated to dryness and triturated in methanol to give 5′-nitro-4-(3-triflouromethyl-phenyl)-3,4,5,6-tetrahydro-2H-[1,2′]bipyridinyl. The NMR spectrum obtained on the sample is compatible with its structure. Starting materials: C([O-])([O-])=O.[Na+].[Na+] (sodium carbonate), BrC(C(=O)C1=CC(=C(C=C1)OC)OC)C (2-bromo-3',4'-dimethoxypropiophenone), CC1=CC=C(CC2CCNCC2)C=C1 (4-(4-methylbenzyl)-piperidine). Run in C(C)O (ethanol). The product is CC1=CC=C(CC2CCN(CC2)C(C(=O)C2=CC(=C(C=C2)OC)OC)C)C=C1 (2-[4-(4-Methylbenzyl)-piperidino]-3',4'-dimethoxypropiophenone). RXN SMILES: C(=O)([O-])[O-].[Na+].[Na+].Br[CH:8]([CH3:21])[C:9]([C:11]1[CH:16]=[CH:15][C:14]([O:17][CH3:18])=[C:13]([O:19][CH3:20])[CH:12]=1)=[O:10].[CH3:22][C:23]1[CH:35]=[CH:34][C:26]([CH2:27][CH:28]2[CH2:33][CH2:32][NH:31][CH2:30][CH2:29]2)=[CH:25][CH:24]=1>C(O)C>[CH3:22][C:23]1[CH:24]=[CH:25][C:26]([CH2:27][CH:28]2[CH2:33][CH2:32][N:31]([CH:8]([CH3:21])[C:9]([C:11]3[CH:16]=[CH:15][C:14]([O:17][CH3:18])=[C:13]([O:19][CH3:20])[CH:12]=3)=[O:10])[CH2:30][CH2:29]2)=[CH:34][CH:35]=1 |f:0.1.2|. Reported procedure: 5.4 g (0.05 mol) of sodium carbonate are added to a mixture of 13.65 g (0.05 mol) of 2-bromo-3',4'-dimethoxypropiophenone and 9.46 g (0.05 mol) of 4-(4-methylbenzyl)-piperidine in 50 ml of ethanol and the mixture is heated under reflux for 3 hours. It is then evaporated to dryness and the residue is passed through a column of silica using acetone as the eluant. This gives an oil, which is used as such. The reactants are CN(C1CCC=2NC3=CC=CC=C3C2C1)C (Dimethyl-(2,3,4,9-tetrahydro-1H-carbazol-3-yl)amine), [H-].[K+] (potassium hydride), C1(=CC=CC=C1)S(=O)(=O)Cl (Benzene sulphonyl chloride), 15. Run in C1CCOC1 (THF), O1CCCC1 (tetrahydrofuran), ice water. Reaction conditions: temperature 25 celsius, time 2 hour. Product: C1(=CC=CC=C1)S(=O)(=O)N1C2=CC=CC=C2C=2CC(CCC12)N(C)C ((9-Benzenesulfonyl-2,3,4,9-tetrahydro-1H-carbazol-3-yl)dimethylamine). RXN SMILES: [H-].[K+].[CH3:3][N:4]([CH3:18])[CH:5]1[CH2:17][C:16]2[C:15]3[C:10](=[CH:11][CH:12]=[CH:13][CH:14]=3)[NH:9][C:8]=2[CH2:7][CH2:6]1.[C:19]1([S:25](Cl)(=[O:27])=[O:26])[CH:24]=[CH:23][CH:22]=[CH:21][CH:20]=1>O1CCCC1>[C:19]1([S:25]([N:9]2[C:8]3[CH2:7][CH2:6][CH:5]([N:4]([CH3:18])[CH3:3])[CH2:17][C:16]=3[C:15]3[C:10]2=[CH:11][CH:12]=[CH:13][CH:14]=3)(=[O:27])=[O:26])[CH:24]=[CH:23][CH:22]=[CH:21][CH:20]=1 |f:0.1|. Procedure: Taken potassium hydride 153.80 mg, 1.15 mM (30% suspension in mineral oil) in tetrahydrofuran (15 ml) and stirred at 25° C. for 10 mt. The reaction mixture was cooled to 10-15° C. Dimethyl-(2,3,4,9-tetrahydro-1H-carbazol-3-yl)amine (190 mg, 0.88 mM), dissolved in 5 ml of THF, was added slowly under stirring maintaining mass temperature below 25° C. The reaction mass was further stirred for 1 hour at 25° C. Then added a solution of Benzene sulphonyl chloride (235 mg, 1.33 mM, dissolved in 5 ml of... The reactants are [Al+3], COc1ccccc1N1CCNCC1, CCOC=O, [H-], [H-], [H-], [H-], [Li+], [Na+], C1CCOC1, [OH-], O. The product is COc1ccccc1N1CCN(C)CC1. As a reaction SMILES: [Al+3:2].[CH3:7][O:8][c:9]1[c:10]([N:15]2[CH2:16][CH2:17][NH:18][CH2:19][CH2:20]2)[cH:11][cH:12][cH:13][cH:14]1.[CH:21]([O:22][CH2:23][CH3:24])=[O:25].[H-:1].[H-:4].[H-:5].[H-:6].[Li+:3].[Na+:27].[O:28]1[CH2:29][CH2:30][CH2:31][CH2:32]1.[OH-:26].[OH2:33]>>[CH3:7][O:8][c:9]1[c:10]([N:15]2[CH2:16][CH2:17][N:18]([CH3:21])[CH2:19][CH2:20]2)[cH:11][cH:12][cH:13][cH:14]1. The reactants are O1N=C(CC1)C=1C(=C(C(=O)OC)C=CC1S(=O)(=O)C)C (methyl 3-(4,5-dihydroisoxazol-3-yl)-4-methylsulfonyl-2-methylbenzoate), [OH-].[Na+] (sodium hydroxide). The solvent is C(C)O (ethanol). Run at time 2 day. Product: O1N=C(CC1)C=1C(=C(C(=O)O)C=CC1S(=O)(=O)C)C (3-(4,5-dihydroisoxazol-3-yl)-4-methylsulfonyl-2-methylbenzoic acid). Isolated yield 96.2%. As a reaction SMILES: [O:1]1[CH2:5][CH2:4][C:3]([C:6]2[C:7]([CH3:20])=[C:8]([CH:13]=[CH:14][C:15]=2[S:16]([CH3:19])(=[O:18])=[O:17])[C:9]([O:11]C)=[O:10])=[N:2]1.[OH-].[Na+]>C(O)C>[O:1]1[CH2:5][CH2:4][C:3]([C:6]2[C:7]([CH3:20])=[C:8]([CH:13]=[CH:14][C:15]=2[S:16]([CH3:19])(=[O:18])=[O:17])[C:9]([OH:11])=[O:10])=[N:2]1 |f:1.2|. Reported procedure: To 3.00 g of methyl 3-(4,5-dihydroisoxazol-3-yl)-4-methylsulfonyl-2-methylbenzoate were added 10 ml of ethanol and 20 ml of a 1N sodium hydroxide solution to stir at room temperature for 2 days. Ethanol was distilled out under reduced pressure. The remaining solution was acidified with hydrochloric acid and extracted with ethyl acetate. The organic layer was washed with water, then with a saturated sodium chloride solution, and dried over anhydrous magnesium sulfate. The solvent was distilled ou... The reactants are S1SC(CC1)CCCCNC(NCCCC(=O)OC)=O (methyl 4-{3-[4-(1,2-dithiolan-3-yl)butyl]ureido}butanoate), aqueous solution, [OH-].[Na+] (sodium hydroxide). Solvent: CO (methanol). The product is S1SC(CC1)CCCCNC(NCCCC(=O)O)=O (4-{3-[4-(1,2-Dithiolan-3-yl)butyl]ureido}butanoic Acid). The yield is 74.0%. RXN SMILES: [S:1]1[CH2:5][CH2:4][CH:3]([CH2:6][CH2:7][CH2:8][CH2:9][NH:10][C:11](=[O:20])[NH:12][CH2:13][CH2:14][CH2:15][C:16]([O:18]C)=[O:17])[S:2]1.[OH-].[Na+]>CO>[S:1]1[CH2:5][CH2:4][CH:3]([CH2:6][CH2:7][CH2:8][CH2:9][NH:10][C:11](=[O:20])[NH:12][CH2:13][CH2:14][CH2:15][C:16]([OH:18])=[O:17])[S:2]1 |f:1.2|. Procedure details: The reaction was carried out as described in Example 48, but using 0.65 g of methyl 4-{3-[4-(1,2-dithiolan-3-yl)butyl]ureido}butanoate (prepared as described in Example 75), 13 ml of methanol and 7.10 ml of a 1 N aqueous solution of sodium hydroxide. The solvent was removed from the reaction mixture by evaporation under reduced pressure, and water was added to the residue. The mixture was neutralized by the addition of 2 N aqueous hydrochloric acid, after which it was extracted with ethyl acetat...